From a dataset of the Open Reaction Database (ORD), a public repository of structured organic reaction records. describe an organic reaction: reactants, conditions, products, and yield Starting materials: FC=1C=C(C(=O)O)C=CC1C=1SC2=NC(=CC=C2N1)C1(CC1)C1=CC=CC=C1 (3-fluoro-4-(5-(1-phenylcyclopropyl)thiazolo[5,4-b]pyridine-2-yl)benzoic acid), Cl.C(C)OC(CCN)=O (beta-alanine ethyl ester hydrochloride). Yields the product amide, FC=1C=C(C(=O)NCCC(=O)OCC)C=CC1C=1SC2=NC(=CC=C2N1)C1(CC1)C1=CC=CC=C1 (ethyl 3-(3-fluoro-4-(5-(1-phenylcyclopropyl)thiazolo[5,4-b]pyridine-2-yl)benzamido)propanoate). RXN SMILES: [F:1][C:2]1[CH:3]=[C:4]([CH:8]=[CH:9][C:10]=1[C:11]1[S:12][C:13]2[C:18]([N:19]=1)=[CH:17][CH:16]=[C:15]([C:20]1([C:23]3[CH:28]=[CH:27][CH:26]=[CH:25][CH:24]=3)[CH2:22][CH2:21]1)[N:14]=2)[C:5](O)=[O:6].Cl.[CH2:30]([O:32][C:33](=[O:37])[CH2:34][CH2:35][NH2:36])[CH3:31]>>[F:1][C:2]1[CH:3]=[C:4]([CH:8]=[CH:9][C:10]=1[C:11]1[S:12][C:13]2[C:18]([N:19]=1)=[CH:17][CH:16]=[C:15]([C:20]1([C:23]3[CH:24]=[CH:25][CH:26]=[CH:27][CH:28]=3)[CH2:21][CH2:22]1)[N:14]=2)[C:5]([NH:36][CH2:35][CH2:34][C:33]([O:32][CH2:30][CH3:31])=[O:37])=[O:6] |f:1.2|. Reported procedure: Reaction of 3-fluoro-4-(5-(1-phenylcyclopropyl)thiazolo[5,4-b]pyridine-2-yl)benzoic acid (0.080 g, 0.20 mmol) and beta-alanine ethyl ester hydrochloride, according to Reference S and the general procedure for amide formation afforded ethyl 3-(3-fluoro-4-(5-(1-phenylcyclopropyl)thiazolo[5,4-b]pyridine-2-yl)benzamido)propanoate. MS (ESI) m/z: Calculated: 489.2; Observed: 490.0 (M++1). The reactants are CC=1N=CN(C1)C1=C(C=CC(=C1)C(F)(F)F)C1=C2C=CN=CC2=CC=C1 (5-(2-(4-methyl-1H-imidazol-1-yl)-4-(trifluoromethyl)phenyl)isoquinoline), C(C)(=O)O (acetic acid). Reagents/catalysts: [Pt](=O)=O (platinum(IV) oxide). Run in CO (MeOH). Reaction conditions: time 3 hour. Product: CC=1N=CN(C1)C1=C(C=CC(=C1)C(F)(F)F)C1=C2CCNCC2=CC=C1 (5-(2-(4-methyl-1H-imidazol-1-yl)-4-(trifluoromethyl)phenyl)-1,2,3,4-tetrahydroisoquinoline). Yield: 55.7%. RXN SMILES: [CH3:1][C:2]1[N:3]=[CH:4][N:5]([C:7]2[CH:12]=[C:11]([C:13]([F:16])([F:15])[F:14])[CH:10]=[CH:9][C:8]=2[C:17]2[CH:26]=[CH:25][CH:24]=[C:23]3[C:18]=2[CH:19]=[CH:20][N:21]=[CH:22]3)[CH:6]=1.C(O)(=O)C>CO.[Pt](=O)=O>[CH3:1][C:2]1[N:3]=[CH:4][N:5]([C:7]2[CH:12]=[C:11]([C:13]([F:15])([F:14])[F:16])[CH:10]=[CH:9][C:8]=2[C:17]2[CH:26]=[CH:25][CH:24]=[C:23]3[C:18]=2[CH2:19][CH2:20][NH:21][CH2:22]3)[CH:6]=1. Procedure details: A solution of 5-(2-(4-methyl-1H-imidazol-1-yl)-4-(trifluoromethyl)phenyl)isoquinoline (1.435 g, 4.06 mmol) in 15 mL MeOH was treated with platinum(IV) oxide (0.092 g, 0.406 mmol) and acetic acid (0.697 ml, 12.18 mmol) and was placed under 45 psi (4559.6 kpa) H2 for 3 hours. The reaction mixture was filtered through a plug of diatomaceous earth eluting with EtOAc. The filtrate was concentrated then purified directly be reverse phase column chromatography [RediSep Gold C18 150 g, 5 to 100% (0.1% N...